describe an organic reaction: reactants, conditions, products, and yield From a dataset of the Open Reaction Database (ORD), a public repository of structured organic reaction records. The reactants are C(\C=C\C(=O)[O-])(=O)[O-] (fumarate), C([C@@H](O)CC(=O)[O-])(=O)[O-] (L-malate), NH4 fumarate, C(\C=C\C(=O)[O-])(=O)[O-] (fumarate), C(\C=C\C(=O)O)(=O)O (fumaric acid), [NH4+].[OH-] (NH4OH), C([C@@H](O)CC(=O)[O-])(=O)[O-] (L-malate). Product: C([C@@H](O)CC(=O)[O-])(=O)[O-] (L-malate), C([C@@H](O)CC(=O)O)(=O)O (L-malic acid). RXN SMILES: C(O)(=O)/C=C/C(O)=O.[NH4+].[OH-].C([O-])(=O)/C=C/C([O-])=O.[C:19]([O-:27])(=[O:26])[C@H:20]([CH2:22][C:23]([O-:25])=[O:24])[OH:21]>>[C:19]([O-:27])(=[O:26])[C@H:20]([CH2:22][C:23]([O-:25])=[O:24])[OH:21].[C:19]([OH:27])(=[O:26])[C@H:20]([CH2:22][C:23]([OH:25])=[O:24])[OH:21] |f:1.2|. Reported procedure: If, for example, 300 g of fumaric acid per liter is introduced and the pH of the suspension with NH4OH is set at 8, a part of the undissolved NH4 fumarate is present as feedstock. With progressing conversion of the dissolved fumarate to L-malate, the fumarate that first was undissolved goes into solution and becomes accessible for conversion to L-malate. At harvest time, an L-malate concentration of about 300 g/l (calculated at L-malic acid) is obtained. The reactants are CC(C)CC(NC(=O)CCSC(=O)c1ccccc1)C(=O)O, CC(NC(=O)CCSC(=O)c1ccccc1)C(=O)O. Product: CC(C)CC(NC(=O)CCS)C(=O)O. RXN SMILES: [C:1](=[O:2])([c:3]1[cH:4][cH:5][cH:6][cH:7][cH:8]1)[S:9][CH2:10][CH2:11][C:12](=[O:13])[NH:14][CH:15]([CH2:16][CH:17]([CH3:18])[CH3:19])[C:20](=[O:21])[OH:22].[C:23]([S:24][CH2:25][CH2:26][C:27]([NH:28][CH:29]([C:30]([OH:31])=[O:32])[CH3:33])=[O:34])(=[O:35])[c:36]1[cH:37][cH:38][cH:39][cH:40][cH:41]1>>[SH:9][CH2:10][CH2:11][C:12](=[O:13])[NH:14][CH:15]([CH2:16][CH:17]([CH3:18])[CH3:19])[C:20](=[O:21])[OH:22]. Starting materials: CN(C)C (trimethylamine), CN(C)C=O (DMF), C1(=CC=CC=C1)S (thiophenol), CN(C)C=O (DMF), Cl\C=C/1\C(\SC2C=CCCC2C1)=N\C1=CC=C(C=C1)Cl ({3-[1-chloro-(E)-methylidene]-3,4,4a,5,6,8a-hexahydro-thiochromene-(2Z)-ylidene}-(4-chloro-phenyl)-amine). Solvent: O (water). Run at time 30 minute. The product is ClC1=CC=C(C=C1)\N=C\1/SC2C=CCCC2C/C1=C\SC1=CC=CC=C1 ((4-chloro-phenyl)-{3-[1-phenyl sulfanyl-(E)-methylidene]-3,4,4a,5,6,8a-hexahydro-thiochromene-(2Z)-ylidene}-amine). As a reaction SMILES: CN(C)C.CN(C=O)C.Cl/[CH:11]=[C:12]1/[C:13](=[N:22]/[C:23]2[CH:28]=[CH:27][C:26]([Cl:29])=[CH:25][CH:24]=2)/[S:14][CH:15]2[CH:20]([CH2:21]/1)[CH2:19][CH2:18][CH:17]=[CH:16]2.[C:30]1([SH:36])[CH:35]=[CH:34][CH:33]=[CH:32][CH:31]=1>O>[Cl:29][C:26]1[CH:27]=[CH:28][C:23](/[N:22]=[C:13]2\[S:14][CH:15]3[CH:20]([CH2:21]\[C:12]\2=[CH:11]/[S:36][C:30]2[CH:35]=[CH:34][CH:33]=[CH:32][CH:31]=2)[CH2:19][CH2:18][CH:17]=[CH:16]3)=[CH:24][CH:25]=1. Procedure details: 65 mg of trimethylamine and 1 ml of DMF solution including {3-[1-chloro-(E)-methylidene]-3,4,4a,5,6,8a-hexahydro-thiochromene-(2Z)-ylidene}-(4-chloro-phenyl)-amine were added to 2 ml of DMF solution including 47 mg of thiophenol at 0° C. The resulting solution was stirred at room temperature for an additional 30 minutes, and added with water, and then extracted with ethyl acetate. The organic layer was washed with brine, dried with anhydrous magnesium sulfate, filtered, and concentrated under re... The reactants are CC(C)OC=1C2=C(SC1C(=O)NC1=NN=NN1)C=CC(=C2)OCC2=CC=CC=C2 (3-(1-methylethoxy)-5-(phenylmethoxy )-N-1H-tetrazol-5-yl-benzo[b]thiophene-2carboxamide). Reagents/catalysts: [Pd] (palladium on carbon), catalyst. Solvent: C(C)(=O)O (acetic acid). Reaction conditions: time 15 hour. Product: CC(C)OC=1C2=C(SC1C(=O)NC1=NN=NN1)C=CC(=C2)O (3-(1-methylethoxy)-5-hydroxy -N-lH-tetrazol-5-yl-benzo[b]thiophene-2-carboxamide). The yield is 43.8%. RXN SMILES: [CH3:1][CH:2]([O:4][C:5]1[C:6]2[CH:21]=[C:20]([O:22]CC3C=CC=CC=3)[CH:19]=[CH:18][C:7]=2[S:8][C:9]=1[C:10]([NH:12][C:13]1[NH:17][N:16]=[N:15][N:14]=1)=[O:11])[CH3:3]>[Pd].C(O)(=O)C>[CH3:3][CH:2]([O:4][C:5]1[C:6]2[CH:21]=[C:20]([OH:22])[CH:19]=[CH:18][C:7]=2[S:8][C:9]=1[C:10]([NH:12][C:13]1[NH:14][N:15]=[N:16][N:17]=1)=[O:11])[CH3:1]. Procedure: A warm slurry of 3-(1-methylethoxy)-5-(phenylmethoxy )-N-1H-tetrazol-5-yl-benzo[b]thiophene-2carboxamide (1.9 g, 5 mmoles) and 20% palladium on carbon (0.5 g) in acetic acid (250 mls) is shaken under hydrogen (50 psig) in a Parr apparatus. After three hours additional catalyst (0.5 g) is added and the mixture shaken at ambient temperature for 15 hours. The catalyst is removed by filtration and rinsed with warm acetic acid (200 mls). The filtrate is stripped of solvent under reduced pressure and ... Starting materials: CC(C)=CCCC(C)=CCCC(C)=CC=C(C#N)C(C)C, CC(C)C[AlH]CC(C)C, CCCCCC, Cc1ccccc1, O, O=C(O)C(=O)O. Product: CC(C)=CCCC(C)=CCCC(C)=CC=C(C=O)C(C)C. As a reaction SMILES: [CH3:1][CH:2]([CH3:3])[C:4]([C:5]#[N:6])=[CH:7][CH:8]=[C:9]([CH2:10][CH2:11][CH:12]=[C:13]([CH2:14][CH2:15][CH:16]=[C:17]([CH3:18])[CH3:19])[CH3:20])[CH3:21].[CH3:22][CH:23]([CH2:24][AlH:25][CH2:26][CH:27]([CH3:28])[CH3:29])[CH3:30].[CH3:38][CH2:39][CH2:40][CH2:41][CH2:42][CH3:43].[CH3:44][c:45]1[cH:46][cH:47][cH:48][cH:49][cH:50]1.[OH2:31].[OH:32][C:33]([C:34](=[O:35])[OH:36])=[O:37]>>[CH3:1][CH:2]([CH3:3])[C:4]([CH:5]=[O:32])=[CH:7][CH:8]=[C:9]([CH2:10][CH2:11][CH:12]=[C:13]([CH2:14][CH2:15][CH:16]=[C:17]([CH3:18])[CH3:19])[CH3:20])[CH3:21]. Starting materials: C(C)OC(=O)C1(CC1)C1=CC=C(C=C1)C1=CC=C(C=C1)C1=C(C(=NO1)C)NC1=NC(=CC=C1)Br (1-{4′-[4-(6-bromo-pyridin-2-ylamino)-3-methyl-isoxazol-5-yl]-biphenyl-4-yl}-cyclopropanecarboxylic acid ethyl ester), NC(=O)C=1C=C(C=CC1)B(O)O (3-aminocarbonyl-phenylboronic acid). Product: C(C)OC(=O)C1(CC1)C1=CC=C(C=C1)C1=CC=C(C=C1)C1=C(C(=NO1)C)NC1=NC(=CC=C1)C1=CC(=CC=C1)C(N)=O (1-(4′-{4-[6-(3-Carbamoyl-phenyl)-pyridin-2-ylamino]-3-methyl-isoxazol-5-yl}-biphenyl-4-yl)-cyclopropanecarboxylic acid ethyl ester). As a reaction SMILES: [CH2:1]([O:3][C:4]([C:6]1([C:9]2[CH:14]=[CH:13][C:12]([C:15]3[CH:20]=[CH:19][C:18]([C:21]4[O:25][N:24]=[C:23]([CH3:26])[C:22]=4[NH:27][C:28]4[CH:33]=[CH:32][CH:31]=[C:30](Br)[N:29]=4)=[CH:17][CH:16]=3)=[CH:11][CH:10]=2)[CH2:8][CH2:7]1)=[O:5])[CH3:2].[NH2:35][C:36]([C:38]1[CH:39]=[C:40](B(O)O)[CH:41]=[CH:42][CH:43]=1)=[O:37]>>[CH2:1]([O:3][C:4]([C:6]1([C:9]2[CH:14]=[CH:13][C:12]([C:15]3[CH:20]=[CH:19][C:18]([C:21]4[O:25][N:24]=[C:23]([CH3:26])[C:22]=4[NH:27][C:28]4[CH:33]=[CH:32][CH:31]=[C:30]([C:42]5[CH:41]=[CH:40][CH:39]=[C:38]([C:36](=[O:37])[NH2:35])[CH:43]=5)[N:29]=4)=[CH:17][CH:16]=3)=[CH:11][CH:10]=2)[CH2:8][CH2:7]1)=[O:5])[CH3:2]. Procedure: Prepared according to the procedure described in Example 1, Step 10, using 1-{4′-[4-(6-bromo-pyridin-2-ylamino)-3-methyl-isoxazol-5-yl]-biphenyl-4-yl}-cyclopropanecarboxylic acid ethyl ester and 3-aminocarbonyl-phenylboronic acid. Starting materials: C(C)N=C=NCCCN(C)C (1-ethyl-3-(3-dimethylaminopropyl)carbodiimide), C(CCCCCC)(=O)O (Heptanoic acid), C(C)(C)N(CC)C(C)C (diisopropylethylamine), [Si](C1=CC=CC=C1)(C1=CC=CC=C1)(C(C)(C)C)OCCCCCNC(C)C (5-(tert-Butyldiphenylsilyloxy)-N-isopropylpentan-1-amine). Run in CN(C)C=O (DMF), CCOC(=O)C (EtOAc). Conditions: time 5 minute. The product is [Si](C1=CC=CC=C1)(C1=CC=CC=C1)(C(C)(C)C)OCCCCCN(C(CCCCCC)=O)C(C)C (N-(5-(tert-Butyldiphenylsilyloxy)pentyl)-N-isopropylheptanamide). Isolated yield 90.6%. As a reaction SMILES: [C:1]([OH:9])(=O)[CH2:2][CH2:3][CH2:4][CH2:5][CH2:6][CH3:7].C(N(C(C)C)CC)(C)C.[Si:19]([O:36][CH2:37][CH2:38][CH2:39][CH2:40][CH2:41][NH:42][CH:43]([CH3:45])[CH3:44])([C:32]([CH3:35])([CH3:34])[CH3:33])([C:26]1[CH:31]=[CH:30][CH:29]=[CH:28][CH:27]=1)[C:20]1[CH:25]=[CH:24][CH:23]=[CH:22][CH:21]=1.C(N=C=NCCCN(C)C)C>CN(C=O)C.CCOC(C)=O>[Si:19]([O:36][CH2:37][CH2:38][CH2:39][CH2:40][CH2:41][N:42]([CH:43]([CH3:45])[CH3:44])[C:1](=[O:9])[CH2:2][CH2:3][CH2:4][CH2:5][CH2:6][CH3:7])([C:32]([CH3:34])([CH3:35])[CH3:33])([C:26]1[CH:27]=[CH:28][CH:29]=[CH:30][CH:31]=1)[C:20]1[CH:21]=[CH:22][CH:23]=[CH:24][CH:25]=1. Procedure: Heptanoic acid (2.06 g, 15.86 mmol), and diisopropylethylamine (2.72 mL, 21.14 mmol; DIPEA) were added to a stirring solution of the amine 4 (4.00 g, 10.57 mmol) in anhydrous DMF (20 mL) under an argon atmosphere. After 5 min, 1-ethyl-3-(3-dimethylaminopropyl)carbodiimide (3.04 g, 15.86 mmol; EDCI) was added as a solid. After stirring for 12 h at room temperature, the reaction mixture was diluted with EtOAc (100 mL), washed with water (2×30 mL), and brine (20 mL). The combined aqueous layers wer... Starting materials: CC1=CC=C(C=C1)S(=O)(=O)OCCC=1OC2=C(C1)C=C(C=C2Cl)Br (2-(5-bromo-7-chlorobenzofuran-2-yl)ethyl 4-methylbenzenesulfonate), COC(CN)OC (2,2-dimethoxyethanamine), O (water). Solvent: O1CCOCC1 (dioxane). Run at temperature 90 celsius. The product is BrC=1C=C(C2=C(C=C(O2)CCNCC(OC)OC)C1)Cl (N-(2-(5-bromo-7-chlorobenzofuran-2-yl)ethyl)-2,2-dimethoxyethanamine). Yield: 75.3%. RXN SMILES: CC1C=CC(S(O[CH2:12][CH2:13][C:14]2[O:15][C:16]3[C:22]([Cl:23])=[CH:21][C:20]([Br:24])=[CH:19][C:17]=3[CH:18]=2)(=O)=O)=CC=1.[CH3:25][O:26][CH:27]([O:30][CH3:31])[CH2:28][NH2:29].O>O1CCOCC1>[Br:24][C:20]1[CH:21]=[C:22]([Cl:23])[C:16]2[O:15][C:14]([CH2:13][CH2:12][NH:29][CH2:28][CH:27]([O:30][CH3:31])[O:26][CH3:25])=[CH:18][C:17]=2[CH:19]=1. Procedure details: To a solution of the product of Example 84, step C (2.0 g, 4.65 mmol) in dioxane (10 mL) was added 2,2-dimethoxyethanamine (1.47 g, 13.95 mmol). The reaction mixture was heated to 90° C. for 3 h, cooled to ambient temperature, treated with water (20 mL) and extracted with dichloromethane (3×20 mL). The combined organic extracts were washed with brine, dried over Na2SO4, filtered, and the filtrate concentrated in vacuo. Purification by flash column chromatography (SiO2, hexanes/ethyl acetate) gav...